Dataset: the Open Reaction Database (ORD), a public repository of structured organic reaction records. Task: describe an organic reaction: reactants, conditions, products, and yield Yields the product CN(C)c1ccc2c(c1)C(=O)OC2c1ccc2c(c1)OCO2. Reaction SMILES: [CH2:1]1[O:2][c:3]2[cH:4][c:5]([CH:6]=[O:7])[cH:8][cH:9][c:10]2[O:11]1.[CH2:24]([n:25]1[c:26]2[cH:27][cH:28][c:29]([CH:30]3[c:31]4[c:32]([cH:33][c:34]([N:35]([CH3:36])[CH3:37])[cH:38][cH:39]4)[C:40](=[O:41])[O:42]3)[cH:43][c:44]2[c:45]2[c:46]1[cH:47][cH:48][cH:49][cH:50]2)[CH3:51].[CH3:12][N:13]([c:14]1[cH:15][c:16]([C:17](=[O:18])[OH:19])[cH:20][cH:21][cH:22]1)[CH3:23].[CH3:52][C:53]([O:54][C:55](=[O:56])[CH3:57])=[O:58]>>[CH2:1]1[O:2][c:3]2[cH:4][c:5]([CH:6]3[O:7][C:17](=[O:18])[c:16]4[cH:15][c:14]([N:13]([CH3:12])[CH3:23])[cH:22][cH:21][c:20]43)[cH:8][cH:9][c:10]2[O:11]1. The reactants are O=Cc1ccc2c(c1)OCO2, CCn1c2ccccc2c2cc(C3OC(=O)c4cc(N(C)C)ccc43)ccc21, CN(C)c1cccc(C(=O)O)c1, CC(=O)OC(C)=O. The reactants are Cc1cc(=O)[nH]c2ccc(OC(F)(F)F)cc12, NN1CCCC1, O, O=P(Cl)(Cl)Cl. Product: Cc1cc(Cl)nc2ccc(OC(F)(F)F)cc12. As a reaction SMILES: [CH3:7][c:8]1[cH:9][c:10](=[O:23])[nH:11][c:12]2[cH:13][cH:14][c:15]([O:18][C:19]([F:20])([F:21])[F:22])[cH:16][c:17]12.[NH2:1][N:2]1[CH2:3][CH2:4][CH2:5][CH2:6]1.[OH2:29].[P:24]([Cl:25])([Cl:26])([Cl:27])=[O:28]>>[CH3:7][c:8]1[cH:9][c:10]([Cl:26])[n:11][c:12]2[cH:13][cH:14][c:15]([O:18][C:19]([F:20])([F:21])[F:22])[cH:16][c:17]12. RXN SMILES: [CH3:1][c:2]1[c:3]([O:4][CH2:5][C:6](=[O:7])[OH:8])[cH:9][cH:10][c:11]([CH:13]=[CH:14][c:15]2[cH:16][cH:17][c:18](-[c:21]3[cH:22][cH:23][c:24]([C:27]([F:28])([F:29])[F:30])[cH:25][cH:26]3)[cH:19][cH:20]2)[cH:12]1.[O:31]1[CH2:32][CH2:33][CH2:34][CH2:35]1>>[CH3:1][c:2]1[c:3]([O:4][CH2:5][C:6](=[O:7])[OH:8])[cH:9][cH:10][c:11]([CH2:13][CH2:14][c:15]2[cH:16][cH:17][c:18](-[c:21]3[cH:22][cH:23][c:24]([C:27]([F:28])([F:29])[F:30])[cH:25][cH:26]3)[cH:19][cH:20]2)[cH:12]1. The reactants are Cc1cc(C=Cc2ccc(-c3ccc(C(F)(F)F)cc3)cc2)ccc1OCC(=O)O, C1CCOC1. Product: Cc1cc(CCc2ccc(-c3ccc(C(F)(F)F)cc3)cc2)ccc1OCC(=O)O. Reactants: CC1(CC(NC2=CC=C(C=C12)C(C(=O)OCC)CCCCC)=O)C ((RS)-ethyl 2-(4,4-dimethyl-2-oxo-1,2,3,4-tetrahydroquinolin-6-yl)-heptanoate), solution. Run in C1(=CC=CC=C1)C (toluene), C1(=CC=CC=C1)C (toluene). Reaction conditions: temperature 90 celsius, time 30 minute. Product: CC1(CCNC2=CC=C(C=C12)C(CO)CCCCC)C ((RS)-2-(4,4-dimethyl-1,2,3,4-tetrahydroquinolin-6-yl)-heptanol). As a reaction SMILES: [CH3:1][C:2]1([CH3:24])[C:11]2[C:6](=[CH:7][CH:8]=[C:9]([CH:12]([CH2:18][CH2:19][CH2:20][CH2:21][CH3:22])[C:13](OCC)=[O:14])[CH:10]=2)[NH:5][C:4](=O)[CH2:3]1>C1(C)C=CC=CC=1>[CH3:1][C:2]1([CH3:24])[C:11]2[C:6](=[CH:7][CH:8]=[C:9]([CH:12]([CH2:18][CH2:19][CH2:20][CH2:21][CH3:22])[CH2:13][OH:14])[CH:10]=2)[NH:5][CH2:4][CH2:3]1. Procedure details: 7 g of (RS)-ethyl 2-(4,4-dimethyl-2-oxo-1,2,3,4-tetrahydroquinolin-6-yl)-heptanoate were dissolved in 70 ml of toluene and treated, at 0° C., with 4.4 ml of a 10M solution of borane-dimethyl sulfide complex solution in toluene. The mixture was heated to 90° C. for 7 hours. After cooling to room temperature, the mixture was quenched by slow addition of 50 ml of 10% aqueous sodium carbonate solution. The mixture was stirred at room temperature for 30 min. and the phases were separated. The aqueous...